Task: describe an organic reaction: reactants, conditions, products, and yield. Dataset: the Open Reaction Database (ORD), a public repository of structured organic reaction records The reactants are CO, Cl, [Na+], [OH-], O, CCOC(=O)c1ccc(NCCn2ccnc2)cc1. The product is Cl, O=C(O)c1ccc(NCCn2ccnc2)cc1. Reaction SMILES: [CH3:24][OH:25].[ClH:1].[Na+:22].[OH-:21].[OH2:23].[n:2]1([CH2:7][CH2:8][NH:9][c:10]2[cH:11][cH:12][c:13]([C:14](=[O:15])[O:16][CH2:17][CH3:18])[cH:19][cH:20]2)[cH:3][n:4][cH:5][cH:6]1>>[ClH:1].[n:2]1([CH2:7][CH2:8][NH:9][c:10]2[cH:11][cH:12][c:13]([C:14](=[O:15])[OH:16])[cH:19][cH:20]2)[cH:3][n:4][cH:5][cH:6]1. Reactants: C(C)NC=1SC(=C(N1)C)C(=O)O (2-ethylamino-4-methyl-thiazole-5-carboxylic acid), C(C)NC=1SC(=C(N1)C)C(=O)Cl (2-ethylamino-4-methyl-thiazole-5-carboxylic acid chloride), P(Cl)(Cl)(Cl)(Cl)Cl (phosphorus pentachloride), Cl.NC(C#N)C=1SC=CC1 (amino-thiophen-2-yl-acetonitrile hydrochloride). The solvent is C(C)N(CC)CC (triethylamine). Product: C(#N)C(C=1SC=CC1)NC(=O)C1=C(N=C(S1)NCC)C (2-ethylamino-4-methyl-thiazole-5-carboxylic acid (cyano-thiophen-2-yl-methyl)-amide). The yield is 29.5%. RXN SMILES: [CH2:1]([NH:3][C:4]1[S:5][C:6]([C:10]([OH:12])=O)=[C:7]([CH3:9])[N:8]=1)[CH3:2].C(NC1SC(C(Cl)=O)=C(C)N=1)C.P(Cl)(Cl)(Cl)(Cl)Cl.Cl.[NH2:32][CH:33]([C:36]1[S:37][CH:38]=[CH:39][CH:40]=1)[C:34]#[N:35]>C(N(CC)CC)C>[C:34]([CH:33]([NH:32][C:10]([C:6]1[S:5][C:4]([NH:3][CH2:1][CH3:2])=[N:8][C:7]=1[CH3:9])=[O:12])[C:36]1[S:37][CH:38]=[CH:39][CH:40]=1)#[N:35] |f:3.4|. Procedure: 1.2g of 2-ethylamino-4-methyl-thiazole-5-carboxylic acid was converted into 2-ethylamino-4-methyl-thiazole-5-carboxylic acid chloride using 1.3g of phosphorus pentachloride according to the same procedure as EXAMPLE 1. Then 1.1g of amino-thiophen-2-yl-acetonitrile hydrochloride and 2.5ml of triethylamine were added thereto and the reaction mixture was treated according to the same procedure as EXAMPLE 1 to obtain 0.57g (Yield 32%) of the title compound. The reactants are BrC=1C=NC=C(C1)Br (3,5-dibromopyridine), CC(C)([O-])C.[Na+] (sodium tert-butoxide), C=1C=CC(=CC1)P(C=2C=CC=CC2)C3=CC=C4C=CC=CC4=C3C5=C6C=CC=CC6=CC=C5P(C=7C=CC=CC7)C=8C=CC=CC8 (rac-BINAP), C1(=CC=CC=C1)C(CCC)N (1-phenylbutan-1-amine). The reagents and catalysts are C=1C=CC(=CC1)/C=C/C(=O)/C=C/C2=CC=CC=C2.C=1C=CC(=CC1)/C=C/C(=O)/C=C/C2=CC=CC=C2.C=1C=CC(=CC1)/C=C/C(=O)/C=C/C2=CC=CC=C2.[Pd].[Pd] (tris(dibenzylideneacetone)dipalladium). Run in C1(=CC=CC=C1)C (toluene), CCOCC (ether). Product: BrC=1C=C(C=NC1)NC(CCC)C1=CC=CC=C1 (5-Bromo-N-(1-phenylbutyl)pyridin-3-amine). As a reaction SMILES: Br[C:2]1[CH:3]=[N:4][CH:5]=[C:6]([Br:8])[CH:7]=1.CC(C)([O-])C.[Na+].C1C=CC(P(C2C(C3C(P(C4C=CC=CC=4)C4C=CC=CC=4)=CC=C4C=3C=CC=C4)=C3C(C=CC=C3)=CC=2)C2C=CC=CC=2)=CC=1.[C:61]1([CH:67]([NH2:71])[CH2:68][CH2:69][CH3:70])[CH:66]=[CH:65][CH:64]=[CH:63][CH:62]=1>C1(C)C=CC=CC=1.CCOCC.C1C=CC(/C=C/C(/C=C/C2C=CC=CC=2)=O)=CC=1.C1C=CC(/C=C/C(/C=C/C2C=CC=CC=2)=O)=CC=1.C1C=CC(/C=C/C(/C=C/C2C=CC=CC=2)=O)=CC=1.[Pd].[Pd]>[Br:8][C:6]1[CH:7]=[C:2]([NH:71][CH:67]([C:61]2[CH:66]=[CH:65][CH:64]=[CH:63][CH:62]=2)[CH2:68][CH2:69][CH3:70])[CH:3]=[N:4][CH:5]=1 |f:1.2,7.8.9.10.11|. Procedure details: To a degassed solution of 3,5-dibromopyridine (0.4 g, 1.7 mmol), sodium tert-butoxide (227 mg, 3.6 mmol), tris(dibenzylideneacetone)dipalladium (145 mg, 0.09 mmol) and rac-BINAP (105 mg, 0.2 mmol) in dry toluene (10 mL) was added 1-phenylbutan-1-amine (0.2 mL). The mixture was heated at reflux for 24 h and upon cooling to room temperature was diluted with ether and washed with brine (3×30 mL). The solution was dried (Na2SO4) and concentrated and the residue chromatographed using ethyl acetate-he...